This data is from the Open Reaction Database (ORD), a public repository of structured organic reaction records. The task is: describe an organic reaction: reactants, conditions, products, and yield The reactants are [Br-], COc1ccc(F)c(-c2ccc(COc3cc(Br)ccn3)cc2C2=CCCC2(C)C)c1, CCOC(=O)CC[Zn+], C1CCOC1. Product: CCOC(=O)CCc1ccnc(OCc2ccc(-c3cc(OC)ccc3F)c(C3=CCCC3(C)C)c2)c1. RXN SMILES: [Br-:32].[Br:1][c:2]1[cH:3][c:4]([O:8][CH2:9][c:10]2[cH:11][c:12]([C:25]3=[CH:26][CH2:27][CH2:28][C:29]3([CH3:30])[CH3:31])[c:13](-[c:16]3[c:17]([F:24])[cH:18][cH:19][c:20]([O:22][CH3:23])[cH:21]3)[cH:14][cH:15]2)[n:5][cH:6][cH:7]1.[CH2:33]([CH3:34])[O:35][C:36]([CH2:37][CH2:38][Zn+:39])=[O:40].[CH2:41]1[O:42][CH2:43][CH2:44][CH2:45]1>>[c:2]1([CH2:38][CH2:37][C:36]([O:35][CH2:33][CH3:34])=[O:40])[cH:3][c:4]([O:8][CH2:9][c:10]2[cH:11][c:12]([C:25]3=[CH:26][CH2:27][CH2:28][C:29]3([CH3:30])[CH3:31])[c:13](-[c:16]3[c:17]([F:24])[cH:18][cH:19][c:20]([O:22][CH3:23])[cH:21]3)[cH:14][cH:15]2)[n:5][cH:6][cH:7]1. The reactants are CP(C)C, Cc1ccccc1, CC1CCCO1, CCOC(=O)C(C(=O)OCC)C(=O)OCC, CC(C)c1nc2c(n1Cc1cccc(I)c1)C(O)CCC2, CC(C)OC(=O)N=NC(=O)OC(C)C. As a reaction SMILES: [CH3:38][P:39]([CH3:40])[CH3:41].[CH3:56][c:57]1[cH:58][cH:59][cH:60][cH:61][cH:62]1.[CH3:63][CH:64]1[CH2:65][CH2:66][CH2:67][O:68]1.[CH:22]([C:23](=[O:24])[O:25][CH2:26][CH3:27])([C:28](=[O:29])[O:30][CH2:31][CH3:32])[C:33](=[O:34])[O:35][CH2:36][CH3:37].[I:1][c:2]1[cH:3][c:4]([CH2:8][n:9]2[c:10]([CH:19]([CH3:20])[CH3:21])[n:11][c:12]3[c:13]2[CH:14]([OH:18])[CH2:15][CH2:16][CH2:17]3)[cH:5][cH:6][cH:7]1.[O:42]=[C:43]([O:44][CH:45]([CH3:46])[CH3:47])[N:48]=[N:49][C:50]([O:51][CH:52]([CH3:53])[CH3:54])=[O:55]>>[I:1][c:2]1[cH:3][c:4]([CH2:8][n:9]2[c:10]([CH:19]([CH3:20])[CH3:21])[n:11][c:12]3[c:13]2[CH:14]([C:22]([C:23](=[O:24])[O:25][CH2:26][CH3:27])([C:28](=[O:29])[O:30][CH2:31][CH3:32])[C:33](=[O:34])[O:35][CH2:36][CH3:37])[CH2:15][CH2:16][CH2:17]3)[cH:5][cH:6][cH:7]1. The product is CCOC(=O)C(C(=O)OCC)(C(=O)OCC)C1CCCc2nc(C(C)C)n(Cc3cccc(I)c3)c21. The reactants are Cl.O1CCN(CC1)C=1C=C2CCCC(C2=CC1)=O (6-morpholino-3,4-dihydro-1(2H)-naphthalenone hydrochloride), C(O)([O-])=O.[Na+] (sodium hydrogen carbonate), C=O (formalin), [BH4-].[Na+] (sodium borohydride), Cl.C(C1=CC=CC=C1)(C1=CC=CC=C1)N1CCNCC1 (1-benzhydrylpiperazine hydrochloride), aqueous solution, C(C1=CC=CC=C1)(C1=CC=CC=C1)N1CCN(CC1)CC1C(C2=CC=C(C=C2CC1)N1CCOCC1)=O (2-[(4-benzhydryl-1-piperazinyl)methyl]-6-morpholino-3,4-dihydro-1(2H)-naphthalenone). Solvent: CO (methanol), C(C)O (ethanol). Conditions: time 10 day. Yields the product C(C1=CC=CC=C1)(C1=CC=CC=C1)N1CCN(CC1)CC1C(C2=CC=C(C=C2CC1)N1CCOCC1)O (2-[(4-benzhydryl-1-piperazinyl)methyl]-6-morpholino-1,2,3,4-tetrahydro-1-naphthalenol). RXN SMILES: Cl.O1CCN(C2C=C3C(=CC=2)C(=O)CCC3)CC1.Cl.C(N1CCNCC1)(C1C=CC=CC=1)C1C=CC=CC=1.C=O.C(=O)([O-])O.[Na+].[CH:46]([N:59]1[CH2:64][CH2:63][N:62]([CH2:65][CH:66]2[CH2:75][CH2:74][C:73]3[C:68](=[CH:69][CH:70]=[C:71]([N:76]4[CH2:81][CH2:80][O:79][CH2:78][CH2:77]4)[CH:72]=3)[C:67]2=[O:82])[CH2:61][CH2:60]1)([C:53]1[CH:58]=[CH:57][CH:56]=[CH:55][CH:54]=1)[C:47]1[CH:52]=[CH:51][CH:50]=[CH:49][CH:48]=1.[BH4-].[Na+]>CO.C(O)C>[CH:46]([N:59]1[CH2:60][CH2:61][N:62]([CH2:65][CH:66]2[CH2:75][CH2:74][C:73]3[C:68](=[CH:69][CH:70]=[C:71]([N:76]4[CH2:81][CH2:80][O:79][CH2:78][CH2:77]4)[CH:72]=3)[CH:67]2[OH:82])[CH2:63][CH2:64]1)([C:53]1[CH:58]=[CH:57][CH:56]=[CH:55][CH:54]=1)[C:47]1[CH:52]=[CH:51][CH:50]=[CH:49][CH:48]=1 |f:0.1,2.3,5.6,8.9|. Procedure: In 50 ml. of ethanol was dissolved a mixture of 2 g. of 6-morpholino-3,4-dihydro-1(2H)-naphthalenone hydrochloride, 4 g. of 1-benzhydrylpiperazine hydrochloride and 4 g. of a 37% aqueous solution of formalin. The solution was allowed to stand at room temperature for 10 days, after which it was neutralized with an aqueous solution of sodium hydrogen carbonate and extracted with 100 ml. of chloroform. The extract was dried over anhydrous sodium sulfate and the solvent was distilled off under reduc... Reactants: COC=1C=C(C=CC1OC)S(=O)(=O)OCC(=O)OCC1=CC=CC=C1 (Benzyl 2-(3,4-dimethoxyphenylsulfonyloxy)acetate), [OH-].[Na+] (NaOH). Solvent: CO (MeOH), Cl (HCl). Conditions: time 6 hour. The product is COC=1C=C(C=CC1OC)S(=O)(=O)OCC(=O)O (2-(3,4-dimethoxyphenylsulfonyloxy)acetic acid). Yield: 82.9%. Reaction SMILES: [CH3:1][O:2][C:3]1[CH:4]=[C:5]([S:11]([O:14][CH2:15][C:16]([O:18]CC2C=CC=CC=2)=[O:17])(=[O:13])=[O:12])[CH:6]=[CH:7][C:8]=1[O:9][CH3:10].[OH-].[Na+]>CO.Cl>[CH3:1][O:2][C:3]1[CH:4]=[C:5]([S:11]([O:14][CH2:15][C:16]([OH:18])=[O:17])(=[O:12])=[O:13])[CH:6]=[CH:7][C:8]=1[O:9][CH3:10] |f:1.2|. Reported procedure: Benzyl 2-(3,4-dimethoxyphenylsulfonyloxy)acetate (400 mg, 1.092 mmol) was dissolved in MeOH (5 ml). NaOH 1M (2 ml) was added, and the reaction was stirred at RT for 6 hours to achieve completion. The reaction mixture was diluted with HCl 1N and extracted with EtOAc. The organic phase was washed with HCl 1N and brine, dried over Na2SO4 and concentrated under vacuum. The crude product was triturated in petroleum ether to give 2-(3,4-dimethoxyphenylsulfonyloxy)acetic acid (250 mg, 83% yield). Reactants: OC1=CC=C(C=C1)C(CCCN1N=NC=C1)=O (1-(4-hydroxy-phenyl)-4-[1,2,3]triazol-1-yl-butan-1-one), CC(CC)=O (2-butanone), ClCC=1N=C(OC1)\C=C\C1=CC=C(C=C1)OC(F)(F)F (4-chloromethyl-2-[(E)-2-(4-trifluoromethoxy-phenyl)-vinyl]-oxazole), [I-].[K+] (potassium iodide). Conditions: temperature 60 celsius, time 30 minute. Product: N1(N=NC=C1)CCCC(=O)C1=CC=C(C=C1)OCC=1N=C(OC1)\C=C\C1=CC=C(C=C1)OC(F)(F)F (4-[1,2,3]triazol-1-yl-1-(4-{2-[(E)-2-(4-trifluoromethoxy-phenyl)-vinyl]-oxazol-4-ylmethoxy}-phenyl)-butan-1-one). As a reaction SMILES: [OH:1][C:2]1[CH:7]=[CH:6][C:5]([C:8](=[O:17])[CH2:9][CH2:10][CH2:11][N:12]2[CH:16]=[CH:15][N:14]=[N:13]2)=[CH:4][CH:3]=1.CC(=O)CC.Cl[CH2:24][C:25]1[N:26]=[C:27](/[CH:30]=[CH:31]/[C:32]2[CH:37]=[CH:36][C:35]([O:38][C:39]([F:42])([F:41])[F:40])=[CH:34][CH:33]=2)[O:28][CH:29]=1.[I-].[K+]>>[N:12]1([CH2:11][CH2:10][CH2:9][C:8]([C:5]2[CH:6]=[CH:7][C:2]([O:1][CH2:24][C:25]3[N:26]=[C:27](/[CH:30]=[CH:31]/[C:32]4[CH:33]=[CH:34][C:35]([O:38][C:39]([F:42])([F:40])[F:41])=[CH:36][CH:37]=4)[O:28][CH:29]=3)=[CH:3][CH:4]=2)=[O:17])[CH:16]=[CH:15][N:14]=[N:13]1 |f:3.4|. Procedure: To a solution of 116 mg (0.5 mmol) 1-(4-hydroxy-phenyl)-4-[1,2,3]triazol-1-yl-butan-1-one in 10 ml 2-butanone 98 mg (0.3 mmol) cesium carbonate was added and the mixture was stirred at 60° C. for 30 minutes. Then 152 mg (0.5 mmol) 4-chloromethyl-2-[(E)-2-(4-trifluoromethoxy-phenyl)-vinyl]-oxazole and 83 mg (0.5 mmol) potassium iodide were added and the mixture was stirred at 60° C. overnight. After removal of all volatiles in vacuo the residue was purified by column chromatography on silica (eth... Solvent: CN(C)C=O (DMF), CN(C)C=O (DMF), CN(C)C=O (DMF), CN(C)C=O (DMF), CN(C)C=O (DMF), CN(C)C=O (DMF). The yield is 24.2%. The reactants are Cc1cc(C)cc(C(=O)O)c1, COc1ccc(CN)cc1. Product: COc1ccc(CNC(=O)c2cc(C)cc(C)c2)cc1. As a reaction SMILES: COc1ccc(CN)cc1.Cc1cc(C)cc(C(=O)O)c1.CCN=C=NCCCN(C)C.Cl.CN1CCOCC1.CN(C)C=O>>COc1ccc(CNC(=O)c2cc(C)cc(C)c2)cc1. Reagents/catalysts: CCN=C=NCCCN(C)C.Cl (EDC-HCl), CN1CCOCC1 (NMM). Conditions: temperature 25 celsius, time 2 hour.